Dataset: the Open Reaction Database (ORD), a public repository of structured organic reaction records. Task: describe an organic reaction: reactants, conditions, products, and yield Starting materials: BrCCCCBr, [H-], O=C1CCc2ccccc2N1, [Na+], CN(C)C=O. Product: O=C1CCc2ccccc2N1CCCCBr. Reaction SMILES: [Br:14][CH2:15][CH2:16][CH2:17][CH2:18][Br:19].[H-:1].[NH:3]1[C:4](=[O:13])[CH2:5][CH2:6][c:7]2[cH:8][cH:9][cH:10][cH:11][c:12]21.[Na+:2].[O:20]=[CH:21][N:22]([CH3:23])[CH3:24]>>[N:3]1([CH2:18][CH2:17][CH2:16][CH2:15][Br:14])[C:4](=[O:13])[CH2:5][CH2:6][c:7]2[cH:8][cH:9][cH:10][cH:11][c:12]21.